describe an organic reaction: reactants, conditions, products, and yield From a dataset of the Open Reaction Database (ORD), a public repository of structured organic reaction records. The reactants are NC=1N=CC2=C(N1)N=C(C(=C2)C2=C(C=CC=C2Cl)Cl)N (2,7-diamino-6-(2,6-dichlorophenyl)-pyrido[2,3-d]pyrimidine), CN(CC(CN)(C)C)C (N,N,2,2-tetramethyl-1,3-propanediamine). The product is NC=1C(=CC2=C(N=C(N=C2)NCC(CN(C)C)(C)C)N1)C1=C(C=CC=C1Cl)Cl (7-Amino-6-(2,6-dichlorophenyl)-2-(3-dimethylamino-2,2-dimethyl-propylamino)-pyrido[2,3-d]pyrimidine). RXN SMILES: [NH2:1][C:2]1[N:3]=[CH:4][C:5]2[CH:11]=[C:10]([C:12]3[C:17]([Cl:18])=[CH:16][CH:15]=[CH:14][C:13]=3[Cl:19])[C:9]([NH2:20])=[N:8][C:6]=2[N:7]=1.[CH3:21][N:22]([CH3:29])[CH2:23][C:24]([CH3:28])([CH3:27])[CH2:25]N>>[NH2:20][C:9]1[C:10]([C:12]2[C:17]([Cl:18])=[CH:16][CH:15]=[CH:14][C:13]=2[Cl:19])=[CH:11][C:5]2[CH:4]=[N:3][C:2]([NH:1][CH2:25][C:24]([CH3:28])([CH3:27])[CH2:23][N:22]([CH3:29])[CH3:21])=[N:7][C:6]=2[N:8]=1. Procedure: The title compound was prepared as described above in Example 20 by reacting 2.0 g of 2,7-diamino-6-(2,6-dichlorophenyl)-pyrido[2,3-d]pyrimidine from Example 1 and 15 mL of N,N,2,2-tetramethyl-1,3-propanediamine. Reactants: C(C)OC(=O)C=1C(=C2C(=C(N1)Br)N(C(=C2Br)Br)CC2=C(C=CC=C2)F)O (2,3,7-tribromo-1-(2-fluoro-benzyl)-4-hydroxy-1H-pyrrolo[2,3-c]pyridine-5-carboxylic acid ethyl ester), C(#N)[Cu] (CuCN). Product: C(C)OC(=O)C=1C(=C2C(=C(N1)C#N)N(C(=C2Br)Br)CC2=C(C=CC=C2)F)O (2,3-Dibromo-7-cyano-1-(2-fluoro-benzyl)-4-hydroxy-1H-pyrrolo[2,3-c]pyridine-5-carboxylic acid ethyl ester). RXN SMILES: [CH2:1]([O:3][C:4]([C:6]1[C:7]([OH:26])=[C:8]2[C:15]([Br:16])=[C:14]([Br:17])[N:13]([CH2:18][C:19]3[CH:24]=[CH:23][CH:22]=[CH:21][C:20]=3[F:25])[C:9]2=[C:10](Br)[N:11]=1)=[O:5])[CH3:2].[C:27]([Cu])#[N:28]>>[CH2:1]([O:3][C:4]([C:6]1[C:7]([OH:26])=[C:8]2[C:15]([Br:16])=[C:14]([Br:17])[N:13]([CH2:18][C:19]3[CH:24]=[CH:23][CH:22]=[CH:21][C:20]=3[F:25])[C:9]2=[C:10]([C:27]#[N:28])[N:11]=1)=[O:5])[CH3:2]. Reported procedure: Prepared in analogy to that of Example 105(a) from 2,3,7-tribromo-1-(2-fluoro-benzyl)-4-hydroxy-1H-pyrrolo[2,3-c]pyridine-5-carboxylic acid ethyl ester and CuCN. The title compound, ESI MS (m/z): 496 (M+H)+. Starting materials: BrC=1C=C2C(=CNC2=CC1)C#N (5-bromo-3-cyanoindole), [H-].[K+] (potassium hydride), C(CCC)OB(OCCCC)OCCCC (tributylborate), C(CCC)[Li] (n-butyllithium). Solvent: C1CCOC1 (THF), C1CCOC1 (THF). Conditions: temperature -78 celsius, time 15 minute. Product: C(#N)C1=CNC2=CC=C(C=C12)B(O)O (3-cyano-5-indolylboronic acid). Reaction SMILES: Br[C:2]1[CH:3]=[C:4]2[C:8](=[CH:9][CH:10]=1)[NH:7][CH:6]=[C:5]2[C:11]#[N:12].[H-].[K+].C([Li])CCC.C([O:24][B:25](OCCCC)[O:26]CCCC)CCC>C1COCC1>[C:11]([C:5]1[C:4]2[C:8](=[CH:9][CH:10]=[C:2]([B:25]([OH:26])[OH:24])[CH:3]=2)[NH:7][CH:6]=1)#[N:12] |f:1.2|. Procedure details: A solution of 5-bromo-3-cyanoindole (4.00 g, 18.1 mMol) in THF (20 mL) was added to a suspension of potassium hydride (2.28 g, 35% mineral oil dispersion, 19.9 mMol) in anhydrous THF (50 mL) at 0° C. After stirring for 15 min, the solution was cooled to −78° C., whereupon some precipitation occurred. A solution of n-butyllithium (2.5 M in hexanes, 16 mL) was slowly added via syringe. The resulting mixture was stirred at −78° C. for 15 minutes and then tributylborate (9.16 g, 39.8 mMol) was added... Starting materials: CS, CC#N, CSC(=S)NS(=O)(=O)c1ccccc1Cl, COc1cc(C)nc(N)n1, Cc1ccccc1C. Yields the product COc1cc(C)nc(NC(=S)NS(=O)(=O)c2ccccc2Cl)n1. RXN SMILES: [CH3:16][SH:17].[CH3:36][C:37]#[N:38].[Cl:1][c:2]1[c:3]([S:8](=[O:9])(=[O:10])[NH:11][C:12]([S:13][CH3:14])=[S:15])[cH:4][cH:5][cH:6][cH:7]1.[NH2:18][c:19]1[n:20][c:21]([CH3:27])[cH:22][c:23]([O:25][CH3:26])[n:24]1.[c:28]1([CH3:29])[c:30]([CH3:31])[cH:32][cH:33][cH:34][cH:35]1>>[Cl:1][c:2]1[c:3]([S:8](=[O:9])(=[O:10])[NH:11][C:12](=[S:15])[NH:18][c:19]2[n:20][c:21]([CH3:27])[cH:22][c:23]([O:25][CH3:26])[n:24]2)[cH:4][cH:5][cH:6][cH:7]1. The reactants are ClC=1C=NC=2C(CCC2C1)OC(C)=O (acetic acid 3-chloro-6,7-dihydro-5H-[1]pyrindin-7-yl ester), [OH-].[Na+] (sodium hydroxide), C(C)(=O)OCC (ethyl acetate), CCCCCCC (heptane). Solvent: CO (methanol), O (water). Reaction conditions: time 1.5 hour. The product is ClC=1C=NC=2C(CCC2C1)O (3-Chloro-6,7-dihydro-5H-[1]pyrindin-7-ol). The yield is 91.4%. Reaction SMILES: [Cl:1][C:2]1[CH:3]=[N:4][C:5]2[CH:6]([O:11]C(=O)C)[CH2:7][CH2:8][C:9]=2[CH:10]=1.[OH-].[Na+].CCCCCCC.C(OCC)(=O)C>CO.O>[Cl:1][C:2]1[CH:3]=[N:4][C:5]2[CH:6]([OH:11])[CH2:7][CH2:8][C:9]=2[CH:10]=1 |f:1.2|. Procedure details: A solution of acetic acid 3-chloro-6,7-dihydro-5H-[1]pyrindin-7-yl ester (1.57 g, 7.42 mmol) in methanol (35.7 ml) was treated with 1 M sodium hydroxide solution (8.9 ml). The mixture was stirred at room temperature for 1.5 hours. The reaction was followed by TLC (silica gel, heptane:ethyl acetate=1:1; UV detection 254 nm). After completion, the reaction mixture was treated with water and extracted with dichloromethane. The combined organic layers were dried over sodium sulfate, then evaporated ... Reactants: 0.55, C(C)(=O)NC(C(=O)OCC)C(=O)OCC (diethyl acetamidomalonate), CC(C)([O-])C.[K+] (potassium tert-butoxide), C(C)(=O)NC(C(=O)OCC)C(=O)OCC (diethyl acetamidomalonate), C(#N)C1=CC=C(CBr)C=C1 (4-cyanobenzyl bromide), ice water. The reagents and catalysts are CC(C)([O-])C.[K+] (potassium tert-butoxide). The solvent is CN(C=O)C (dimethylformamide), CN(C=O)C (dimethylformamide). Reaction conditions: time 15 minute. Product: C(C)OC(C(NC(C)=O)(CC1=CC=C(C=C1)C#N)C(=O)OCC)=O (N-acetyl-4-cyano-α-(ethoxycarbonyl)phenylalanine ethyl ester). Yield: 60.8%. RXN SMILES: CC(C)([O-])C.[K+].[C:7]([NH:10][CH:11]([C:17]([O:19][CH2:20][CH3:21])=[O:18])[C:12]([O:14][CH2:15][CH3:16])=[O:13])(=[O:9])[CH3:8].[C:22]([C:24]1[CH:31]=[CH:30][C:27]([CH2:28]Br)=[CH:26][CH:25]=1)#[N:23]>CN(C)C=O.CC(C)([O-])C.[K+]>[CH2:15]([O:14][C:12](=[O:13])[C:11]([C:17]([O:19][CH2:20][CH3:21])=[O:18])([CH2:28][C:27]1[CH:30]=[CH:31][C:24]([C:22]#[N:23])=[CH:25][CH:26]=1)[NH:10][C:7](=[O:9])[CH3:8])[CH3:16] |f:0.1,5.6|. Procedure: To 50 ml of dimethylformamide is added 5.7 g (51 mmoles) of potassium tert-butoxide and 11.1 g (51 mmoles) of diethyl acetamidomalonate and the resulting mixture stirred at 25° for 15 minutes. The solution is then cooled to 10° and a solution of 10.0 g (51 mmoles) of 4-cyanobenzyl bromide, Case, J. Am. Chem. Soc., 47, 1143, (1925) in 40 ml of dimethylformamide is added dropwise over 20 minutes. The mixture is then stirred at 25° for 1 hour after which a further 0.285 g (2.5 mmoles) of potassium ...